From a dataset of the Open Reaction Database (ORD), a public repository of structured organic reaction records. describe an organic reaction: reactants, conditions, products, and yield Reactants: C(C1=CC=CC=C1)(C1=CC=CC=C1)=NN (benzophenone hydrazone), BrC1=CC=CC=C1 (1-bromobenzene). The product is C1(=CC=CC=C1)C(=NNC1=CC=CC=C1)C1=CC=CC=C1 (1-(diphenylmethylene)-2-phenylhydrazine). As a reaction SMILES: [C:1](=[N:14][NH2:15])([C:8]1[CH:13]=[CH:12][CH:11]=[CH:10][CH:9]=1)[C:2]1[CH:7]=[CH:6][CH:5]=[CH:4][CH:3]=1.Br[C:17]1[CH:22]=[CH:21][CH:20]=[CH:19][CH:18]=1>>[C:2]1([C:1]([C:8]2[CH:9]=[CH:10][CH:11]=[CH:12][CH:13]=2)=[N:14][NH:15][C:17]2[CH:22]=[CH:21][CH:20]=[CH:19][CH:18]=2)[CH:7]=[CH:6][CH:5]=[CH:4][CH:3]=1. Procedure: General procedure A was used to convert benzophenone hydrazone (3.42 g, 20 mmol; Aldrich) and 1-bromobenzene (3.14 g, 20 mmol; Aldrich) to the title compound: MS (DCI/NH3) m/z 273 (M+H)+.